Dataset: the Open Reaction Database (ORD), a public repository of structured organic reaction records. Task: describe an organic reaction: reactants, conditions, products, and yield Starting materials: C(#C)C1=CC=C(C=C1)N (4-Ethynyl-phenylamine), C(C)OC(\C=C/I)=O ((Z)-ethyl-3-iodoacrylate). Product: C(C)OC(C=CC#CC1=CC=C(C=C1)N)=O (5-(4-Amino-phenyl)-pent-2-en-4-ynoic acid ethyl ester). Reaction SMILES: [C:1]([C:3]1[CH:8]=[CH:7][C:6]([NH2:9])=[CH:5][CH:4]=1)#[CH:2].[CH2:10]([O:12][C:13](=[O:17])/[CH:14]=[CH:15]\I)[CH3:11]>>[CH2:10]([O:12][C:13](=[O:17])[CH:14]=[CH:15][C:2]#[C:1][C:3]1[CH:8]=[CH:7][C:6]([NH2:9])=[CH:5][CH:4]=1)[CH3:11]. Procedure: The general procedure was used to convert 4-Ethynyl-phenylamine and (Z)-ethyl-3-iodoacrylate to the title product. Purification by flash chromatography (30% ethyl acetate in hexane as the eluent) gave the analytically pure product as a light yellow oil (350 mg, 90% yield). 1H NMR (400 MHz, CDCl3) δ 7.34-7.32 (d, J=8.4, 2H), 6.60-6.58 (d, J=8.4, 2H), 6.36-6.34 (d, J=11.4, 1H), 6.05-6.02 (d, J=11.4, 1H), 4.28-4.23 (q, J=7.1, 2H), 3.96 (s, 2H), 1.35-1.31 (t, J=7.1, 3H). 13C NMR(100 MHz, CDCl3) δ 16...